From a dataset of the Open Reaction Database (ORD), a public repository of structured organic reaction records. describe an organic reaction: reactants, conditions, products, and yield Yield: 63.3%. Starting materials: C(=O)(C(F)(F)F)O (TFA), NC(CC1=C(CCC2=NC(=NC=C2C(F)(F)F)NC2=CC(=C(C=C2)C2CCN(CC2)C(=O)OC(C)(C)C)C)C=CC=C1)=O (tert-butyl 4-(4-((4-(2-(2-amino-2-oxoethyl)phenethyl)-5-(trifluoromethyl)pyrimidin-2-yl)amino)-2-methylphenyl)piperidine-1-carboxylate). Yields the product CC=1C=C(C=CC1C1CCNCC1)NC1=NC=C(C(=N1)CCC1=C(C=CC=C1)CC(=O)N)C(F)(F)F (2-(2-(2-(2-((3-methyl-4-(piperidin-4-yl)phenyl)amino)-5-(trifluoromethyl)pyrimidin-4-yl)ethyl)phenyl)acetamide). As a reaction SMILES: C(O)(C(F)(F)F)=O.[NH2:8][C:9](=[O:50])[CH2:10][C:11]1[CH:49]=[CH:48][CH:47]=[CH:46][C:12]=1[CH2:13][CH2:14][C:15]1[C:20]([C:21]([F:24])([F:23])[F:22])=[CH:19][N:18]=[C:17]([NH:25][C:26]2[CH:31]=[CH:30][C:29]([CH:32]3[CH2:37][CH2:36][N:35](C(OC(C)(C)C)=O)[CH2:34][CH2:33]3)=[C:28]([CH3:45])[CH:27]=2)[N:16]=1>C(Cl)Cl.C1CCCCC1>[CH3:45][C:28]1[CH:27]=[C:26]([NH:25][C:17]2[N:16]=[C:15]([CH2:14][CH2:13][C:12]3[CH:46]=[CH:47][CH:48]=[CH:49][C:11]=3[CH2:10][C:9]([NH2:8])=[O:50])[C:20]([C:21]([F:24])([F:22])[F:23])=[CH:19][N:18]=2)[CH:31]=[CH:30][C:29]=1[CH:32]1[CH2:37][CH2:36][NH:35][CH2:34][CH2:33]1. Run at time 16 hour. Reported procedure: TFA (1 mL) was added to a stirred solution of tert-butyl 4-(4-((4-(2-(2-amino-2-oxoethyl)phenethyl)-5-(trifluoromethyl)pyrimidin-2-yl)amino)-2-methylphenyl)piperidine-1-carboxylate (A43) (0.16 g, 0.27 mmol) in DCM (4 mL) and the resulting solution was stirred at room temperature for 16 hours. The volatiles were removed in vacuo and the residue was partitioned between EtOAc (10 mL) and 2 M aqueous NaOH (10 mL). The aqueous layer was extracted with EtOAc (2×10 mL) then and the combined organic lay... The solvent is C(Cl)Cl (DCM), C1CCCCC1 (cyclohexane). Reactants: F[B-](F)(F)F.[NH+]1=CC=CC=C1 (Pyridinium tetrafluoroborate), CN(/C=C/C(C)=O)C ((3E)-4-(dimethylamino)-3-buten-2-one), CN(C=CC=O)C (3-dimethylaminoacroleine). The solvent is C(C)(=O)OC(C)=O.C(C)(=O)O (acetic anhydride acetic acid). Reaction conditions: temperature 0 celsius. The product is F[B-](F)(F)F.CN(C=C(C=CC=[N+](C)C)C(C)=O)C (5-Dimethylamino-4-acetyl-penta-2,4-dienylidene-dimethylammonium tetrafluoroborate). Yield: 71.7%. As a reaction SMILES: [F:1][B-:2]([F:5])([F:4])[F:3].[NH+]1C=CC=CC=1.[CH3:12][N:13]([CH3:19])/[CH:14]=[CH:15]/[C:16](=[O:18])[CH3:17].[CH3:20][N:21]([CH3:26])[CH:22]=[CH:23][CH:24]=O>C(OC(=O)C)(=O)C.C(O)(=O)C>[F:1][B-:2]([F:5])([F:4])[F:3].[CH3:12][N:13]([CH3:19])[CH:14]=[C:15]([C:16](=[O:18])[CH3:17])[CH:24]=[CH:23][CH:22]=[N+:21]([CH3:26])[CH3:20] |f:0.1,4.5,6.7|. Procedure details: Pyridinium tetrafluoroborate (2.21 g, 13.3 mmol) was added to a solution of (3E)-4-(dimethylamino)-3-buten-2-one (1.54 ml, 13.3 mmol) in 13.5 ml acetic anhydride/acetic acid (2:1). The resulting suspension was cooled to 0° C. and 3-dimethylaminoacroleine (1.33 ml, 13.3 mmol) was added over a period of 1 h under vigorous stirring and cooling with an ice bath receiving a red-brown precipitate. The cool reaction mixture was filtered and the remaining solid was washed with diethylether several times... Reactants: resultant solution, COC=1C=C2C(CCOC2=CC1)=O (6-methoxy-4-chromanone), N1=CC(=CC=C1)C=O (3-pyridinecarbaldehyde), N1CCCC1 (pyrrolidine). Run in CO (methanol). Conditions: temperature 25 celsius, time 60 hour. Product: COC=1C=C2C(C(COC2=CC1)=CC=1C=NC=CC1)=O (6-Methoxy-3-(3-pyridyl)methylene-4-chromanone). Isolated yield 57.0%. As a reaction SMILES: [CH3:1][O:2][C:3]1[CH:4]=[C:5]2[C:10](=[CH:11][CH:12]=1)[O:9][CH2:8][CH2:7][C:6]2=[O:13].[N:14]1[CH:19]=[CH:18][CH:17]=[C:16]([CH:20]=O)[CH:15]=1.N1CCCC1>CO>[CH3:1][O:2][C:3]1[CH:4]=[C:5]2[C:10](=[CH:11][CH:12]=1)[O:9][CH2:8][C:7](=[CH:20][C:16]1[CH:15]=[N:14][CH:19]=[CH:18][CH:17]=1)[C:6]2=[O:13]. Reported procedure: To a 25° C. mixture of 20.0 g (0.112 mol) of 6-methoxy-4-chromanone and 18.09 g (0.169 mol) of 3-pyridinecarbaldehyde in 100 ml of methanol was added 14.1 ml (0.169 mol) of pyrrolidine. The resultant solution was allowed to stir 60 hours at 25° C., cooled to 0° C. and filtered to yield 17.07 g (57%) of the title compound, m.p. 127°-131° C. Reactants: COC(=O)CCC(C#N)(CCC(=O)OC)c1ccc(OC)c(OCC2CC2)c1, COCCOC, [H-], [Na+]. Yields the product COC(=O)C1CC(C#N)(c2ccc(OC)c(OCC3CC3)c2)CCC1=O. RXN SMILES: [C:1](#[N:2])[C:3]([CH2:4][CH2:5][C:6](=[O:7])[O:8][CH3:9])([CH2:10][CH2:11][C:12](=[O:13])[O:14][CH3:15])[c:16]1[cH:17][c:18]([O:24][CH2:25][CH:26]2[CH2:27][CH2:28]2)[c:19]([O:22][CH3:23])[cH:20][cH:21]1.[CH3:31][O:32][CH2:33][CH2:34][O:35][CH3:36].[H-:29].[Na+:30]>>[C:1](#[N:2])[C:3]1([c:16]2[cH:17][c:18]([O:24][CH2:25][CH:26]3[CH2:27][CH2:28]3)[c:19]([O:22][CH3:23])[cH:20][cH:21]2)[CH2:4][CH2:5][C:6](=[O:7])[CH:11]([C:12](=[O:13])[O:14][CH3:15])[CH2:10]1. Starting materials: C(C)(=O)O (acetic acid), COC(C1=C(N=C(C=C1)C)Cl)=O (2-chloro-6-methyl-nicotinic acid methyl ester), [Na] (sodium), [Na] (sodium). Run in CO (methanol), C(C)(=O)OCC (ethyl acetate), O (water), CO (MeOH), CO (methanol). Yields the product COC(C1=C(N=C(C=C1)C)OC)=O (2-Methoxy-6-methyl-nicotinic acid methyl ester). As a reaction SMILES: [CH3:1][O:2][C:3](=[O:12])[C:4]1[CH:9]=[CH:8][C:7]([CH3:10])=[N:6][C:5]=1Cl.[Na].[C:14](O)(=[O:16])C>CO.C(OCC)(=O)C.O>[CH3:1][O:2][C:3](=[O:12])[C:4]1[CH:9]=[CH:8][C:7]([CH3:10])=[N:6][C:5]=1[O:16][CH3:14] |^1:12|. Procedure details: To a stirred solution of 2-chloro-6-methyl-nicotinic acid methyl ester (10.4 g, 56.52 mmol) in MeOH under nitrogen is added a solution of sodium (2.58 g, 113.04 mmol) in methanol (80.0 mL) (sodium metal is dissolved in methanol under a nitrogen atmosphere) at room temperature. The reaction mixture is refluxed overnight. The reaction is cooled to room temperature and the pH is adjusted to pH=7 with acetic acid. The reaction mixture is diluted with ethyl acetate (100 mL) and water (30 mL). The org... Reactants: N (ammonia), C(=O)=O (carbon dioxide), C(=O)=O (carbon dioxide), C(=O)=O (carbon dioxide), ( 1 ), ( 2 ). The product is C(N)([O-])=O.[NH4+] (ammonium carbamate), C(=O)=O (carbon dioxide), N (ammonia). As a reaction SMILES: [C:1](=[O:3])=[O:2].[NH3:4]>>[C:1](=[O:3])([O-:2])[NH2:4].[NH4+:4].[C:1](=[O:3])=[O:2].[NH3:4] |f:2.3|. Reported procedure: A process adapted for producing free-flowing ammonium carbamate having an average particle size between about 2-10 microns, and having a purity of substantially 100 percent, which process comprises (1) injecting a pressurized stream of anhydrous liquid carbon dioxide into a moisture-free environment, wherein adiabatic expansion decreases the temperature of the carbon dioxide into the range between about 10° F. and -110° F.; and (2) contacting the adiabatically expanding carbon dioxide with a str... Reactants: OC1(C=CC(CC1CCC1(OCCO1)C)=O)C#CC1=CC=CC=C1 (4-Hydroxy-5-[2-(2-methyl-1,3-dioxolan-2-yl)ethyl]-4-(phenylethynyl)-2-cyclohexen-1-one), C(=O)=O (CO2), CCOCC (ether), C([O-])(O)=O.[Na+] (sodium bicarbonate), C([O-])(O)=O.[Na+] (sodium bicarbonate). The solvent is C(C)(=O)OC(C)=O (acetic anhydride). Yields the product C(C)(=O)OC1=CC(=C(C=C1)C#CC1=CC=CC=C1)CCC1(OCCO1)C (3-[2-(2-Methyl-1,3-dioxolan-2-yl)ethyl]-4-(phenylethynyl)phenyl acetate). Reaction SMILES: O[C:2]1([C:17]#[C:18][C:19]2[CH:24]=[CH:23][CH:22]=[CH:21][CH:20]=2)[CH:7]([CH2:8][CH2:9][C:10]2([CH3:15])[O:14][CH2:13][CH2:12][O:11]2)[CH2:6][C:5](=[O:16])[CH:4]=[CH:3]1.[CH3:25][CH2:26][O:27]CC.C(=O)(O)[O-].[Na+].C(=O)=O>C(OC(=O)C)(=O)C>[C:26]([O:16][C:5]1[CH:4]=[CH:3][C:2]([C:17]#[C:18][C:19]2[CH:24]=[CH:23][CH:22]=[CH:21][CH:20]=2)=[C:7]([CH2:8][CH2:9][C:10]2([CH3:15])[O:14][CH2:13][CH2:12][O:11]2)[CH:6]=1)(=[O:27])[CH3:25] |f:2.3|. Reported procedure: 4-Hydroxy-5-[2-(2-methyl-1,3-dioxolan-2-yl)ethyl]-4-(phenylethynyl)-2-cyclohexen-1-one (3.0 g, 9.2 mmole, prepared in a manner similar to that in Example 7b) was dissolved in acetic anhydride (25 mL) and stirred at RT under argon. After stirring 5 hr at RT, the reaction mixture was heated to reflux overnight. The reaction mixture was cooled to RT, poured into about 100 mL of ether, about 200 mL of saturated sodium bicarbonate added and the solution stirred. After evolution of CO2 was complete, s...